Dataset: the Open Reaction Database (ORD), a public repository of structured organic reaction records. Task: describe an organic reaction: reactants, conditions, products, and yield Reactants: C(C1=CC=CC=C1)OC(=O)N[C@H](C(=O)OC(C)(C)C)CNC(C1=CC=C(C=C1)OCC(=O)OC)=O (tert-butyl (2S)-2-(benzyloxycarbonylamino)-3-(4-(methoxycarbonylmethyloxy)benzoylamino)propionate), CC(C)([O-])C.[K+] (potassium tert-butoxide), Cl.NC=1NCCCN1 (2-amino-1,4,5,6-tetrahydropyrimidine hydrochloride). Solvent: CN(C=O)C (dimethylformamide). Reaction conditions: time 14 hour. Yields the product C(C1=CC=CC=C1)OC(=O)N[C@H](C(=O)OC(C)(C)C)CNC(C1=CC=C(C=C1)OCC(NC=1NCCCN1)=O)=O (tert-Butyl (2S)-2-Benzyloxycarbonylamino-3-(4-((1,4,5,6-tetrahydropyrimidin-2-ylcarbamoyl)methyloxy)benzoylamino)propionate). Reaction SMILES: [CH2:1]([O:8][C:9]([NH:11][C@@H:12]([CH2:20][NH:21][C:22](=[O:35])[C:23]1[CH:28]=[CH:27][C:26]([O:29][CH2:30][C:31](OC)=[O:32])=[CH:25][CH:24]=1)[C:13]([O:15][C:16]([CH3:19])([CH3:18])[CH3:17])=[O:14])=[O:10])[C:2]1[CH:7]=[CH:6][CH:5]=[CH:4][CH:3]=1.CC(C)([O-])C.[K+].Cl.[NH2:43][C:44]1[NH:45][CH2:46][CH2:47][CH2:48][N:49]=1>CN(C)C=O>[CH2:1]([O:8][C:9]([NH:11][C@@H:12]([CH2:20][NH:21][C:22](=[O:35])[C:23]1[CH:24]=[CH:25][C:26]([O:29][CH2:30][C:31](=[O:32])[NH:43][C:44]2[NH:49][CH2:48][CH2:47][CH2:46][N:45]=2)=[CH:27][CH:28]=1)[C:13]([O:15][C:16]([CH3:18])([CH3:17])[CH3:19])=[O:14])=[O:10])[C:2]1[CH:7]=[CH:6][CH:5]=[CH:4][CH:3]=1 |f:1.2,3.4|. Procedure: 438 mg of tert-butyl (2S)-2-(benzyloxycarbonylamino)-3-(4-(methoxycarbonylmethyloxy)benzoylamino)propionate, 606 mg of potassium tert-butoxide and 732 mg of 2-amino-1,4,5,6-tetrahydropyrimidine hydrochloride were dissolved in 10 ml of absolute dimethylformamide, and the solution was stirred at room temperature for 14 h and then concentrated to dryness in vacuo. The reactants are Cc1ccc(S(=O)(=O)Sc2cc(C)c(CO)cc2C(C)(C)C)cc1, O=C([O-])[O-], CCOC(C)=O, O=C1C=C(O)CC(CCc2ccc(O)cc2)(C2CCCC2)O1, [K+], [K+], CN(C)C=O. The product is Cc1cc(SC2=C(O)CC(CCc3ccc(O)cc3)(C3CCCC3)OC2=O)c(C(C)(C)C)cc1CO. Reaction SMILES: [C:23]([CH3:24])([CH3:25])([CH3:26])[c:27]1[c:28]([S:36][S:37]([c:38]2[cH:39][cH:40][c:41]([CH3:42])[cH:43][cH:44]2)(=[O:45])=[O:46])[cH:29][c:30]([CH3:35])[c:31]([CH2:33][OH:34])[cH:32]1.[C:47](=[O:48])([O-:49])[O-:50].[CH3:58][CH2:59][O:60][C:61]([CH3:62])=[O:63].[CH:1]1([C:6]2([CH2:14][CH2:15][c:16]3[cH:17][cH:18][c:19]([OH:22])[cH:20][cH:21]3)[CH2:7][C:8]([OH:13])=[CH:9][C:10](=[O:12])[O:11]2)[CH2:2][CH2:3][CH2:4][CH2:5]1.[K+:51].[K+:52].[O:53]=[CH:54][N:55]([CH3:56])[CH3:57]>>[CH:1]1([C:6]2([CH2:14][CH2:15][c:16]3[cH:17][cH:18][c:19]([OH:22])[cH:20][cH:21]3)[CH2:7][C:8]([OH:13])=[C:9]([S:36][c:28]3[c:27]([C:23]([CH3:24])([CH3:25])[CH3:26])[cH:32][c:31]([CH2:33][OH:34])[c:30]([CH3:35])[cH:29]3)[C:10](=[O:12])[O:11]2)[CH2:2][CH2:3][CH2:4][CH2:5]1. Starting materials: FC(C=1C=C(C=C(C1)C(F)(F)F)NC(=C(C#N)S(=O)(=O)C1=CC=C(C=C1)Cl)SC)(F)F (3-(3,5-Bis(trifluoromethyl)phenylamino)-2-(4-chlorophenylsulfonyl)-3-methylsulfanyl-2-propenenitrile), C1(CCC1)N (cyclobutylamine). The product is FC(C=1C=C(C=C(C1)C(F)(F)F)NC(=C(C#N)S(=O)(=O)C1=CC=C(C=C1)Cl)NC1CCC1)(F)F (3-[3,5-Bis(trifluoromethyl)phenylamino]-2-(4-chlorophenylsulfonyl)-3-cyclobutylamino-2-propenenitrile). Yield: 85.0%. RXN SMILES: [F:1][C:2]([F:31])([F:30])[C:3]1[CH:4]=[C:5]([NH:13][C:14](SC)=[C:15]([S:18]([C:21]2[CH:26]=[CH:25][C:24]([Cl:27])=[CH:23][CH:22]=2)(=[O:20])=[O:19])[C:16]#[N:17])[CH:6]=[C:7]([C:9]([F:12])([F:11])[F:10])[CH:8]=1.[CH:32]1([NH2:36])[CH2:35][CH2:34][CH2:33]1>>[F:31][C:2]([F:1])([F:30])[C:3]1[CH:4]=[C:5]([NH:13][C:14]([NH:36][CH:32]2[CH2:35][CH2:34][CH2:33]2)=[C:15]([S:18]([C:21]2[CH:22]=[CH:23][C:24]([Cl:27])=[CH:25][CH:26]=2)(=[O:19])=[O:20])[C:16]#[N:17])[CH:6]=[C:7]([C:9]([F:12])([F:10])[F:11])[CH:8]=1. Procedure details: 3-(3,5-Bis(trifluoromethyl)phenylamino)-2-(4-chlorophenylsulfonyl)-3-methylsulfanyl-2-propenenitrile (0.400 g, 0.8 mmol) was stirred in cyclobutylamine (0.70 ml) at 60° C. for 20 h. Work up as described in Example 1, 2) gave 354 mg (85%) of the title compound as white crystals. Mp 190.5-193° C. 1H NMR (300 MHz, CDCl3): δ=1.5 (m, 2H), 1.72 (m, 1H), 2.0 (m, 3H), 3.63 (sextet, 1H), 7.42 (s, 2H), 7.48 (d, 2H), 7.67 (s, 1H), 7.79 (d, 2H); MA calc for C21H16ClF6N3O2S: C, 48.15%; H, 3.08%; N, 8.02%. Fo... Reactants: ClC(=O)OCC(Cl)(Cl)Cl (Trichloroethyl chloroformate), NC1=CC(=NN1C=1C=C(C=CC1)SCCO)C(C)(C)C (2-[3-(5-Amino-3-tert-butyl-pyrazol-1-yl)phenylsulfanyl]-ethanol), CCN(C(C)C)C(C)C (DIPEA). Solvent: C1CCOC1 (THF). Reaction conditions: time 3 hour. Yields the product ClC(COC(NC=1N(N=C(C1)C(C)(C)C)C1=CC(=CC=C1)SCCO)=O)(Cl)Cl ({5-tert-Butyl-2-[3-(2-hydroxy-ethylsulfanyl)-phenyl]-2H-pyrazol-3-yl}-carbamic acid 2,2,2-trichloro-ethyl ester). Yield: 100.0%. RXN SMILES: Cl[C:2]([O:4][CH2:5][C:6]([Cl:9])([Cl:8])[Cl:7])=[O:3].[NH2:10][C:11]1[N:15]([C:16]2[CH:17]=[C:18]([S:22][CH2:23][CH2:24][OH:25])[CH:19]=[CH:20][CH:21]=2)[N:14]=[C:13]([C:26]([CH3:29])([CH3:28])[CH3:27])[CH:12]=1.CCN(C(C)C)C(C)C>C1COCC1>[Cl:7][C:6]([Cl:9])([Cl:8])[CH2:5][O:4][C:2](=[O:3])[NH:10][C:11]1[N:15]([C:16]2[CH:21]=[CH:20][CH:19]=[C:18]([S:22][CH2:23][CH2:24][OH:25])[CH:17]=2)[N:14]=[C:13]([C:26]([CH3:29])([CH3:28])[CH3:27])[CH:12]=1. Procedure details: Trichloroethyl chloroformate (0.1 mL, 0.78 mmol) was added to a solution of Intermediate 3b (176 mg, 0.60 mmol) and DIPEA (0.31 mL, 1.81 mmol) in THF (10 mL), and the mixture stirred for 3 h. The mixture was then partitioned between water (15 mL) and EtOAc (3×20 mL), and the combined organic extracts dried (Na2SO4) and concentrated in vacuo. The residue was triturated (cyclohexane) and filtered to give the title compound as a yellow solid (280 mg, 100%). LCMS (Method 1): Rt 3.93 min, m/z 466/468... Yield: 25.1%. Procedure: A mixture of ethyl 4-(7-bromo-2-chloro-1H-benzimidazol-1-yl)butanoate (1.57 g, 4.54 Mmol), 2,4-di-chloroaniline (2.21 g, 13.6 mmol), p-toluenesulfonic acid monohydrate (930 mg, 4.89 mmol) and xylene (8.0 mL) was stirred at 150° C. for 3 hr. The mixture was neutralized with aqueous sodium hydrogen carbonate and extracted with ethyl acetate. The combined organic layer was washed with brine, dried over magnesium sulfate, filtered and concentrated in vacuo. The residue was purified by flash column c... Solvent: C=1(C(=CC=CC1)C)C (xylene). Reactants: C(O)([O-])=O.[Na+] (sodium hydrogen carbonate), BrC1=CC=CC2=C1N(C(=N2)Cl)CCCC(=O)OCC (ethyl 4-(7-bromo-2-chloro-1H-benzimidazol-1-yl)butanoate), ClC1=C(N)C=CC(=C1)Cl (2,4-di-chloroaniline), O.C1(=CC=C(C=C1)S(=O)(=O)O)C (p-toluenesulfonic acid monohydrate). As a reaction SMILES: [Br:1][C:2]1[C:7]2[N:8]([CH2:12][CH2:13][CH2:14][C:15]([O:17][CH2:18][CH3:19])=[O:16])[C:9](Cl)=[N:10][C:6]=2[CH:5]=[CH:4][CH:3]=1.[Cl:20][C:21]1[CH:27]=[C:26]([Cl:28])[CH:25]=[CH:24][C:22]=1[NH2:23].O.C1(C)C=CC(S(O)(=O)=O)=CC=1.C(=O)([O-])O.[Na+]>C1(C)C(C)=CC=CC=1>[Br:1][C:2]1[C:7]2[N:8]([CH2:12][CH2:13][CH2:14][C:15]([O:17][CH2:18][CH3:19])=[O:16])[C:9]([NH:23][C:22]3[CH:24]=[CH:25][C:26]([Cl:28])=[CH:27][C:21]=3[Cl:20])=[N:10][C:6]=2[CH:5]=[CH:4][CH:3]=1 |f:2.3,4.5|. Product: BrC1=CC=CC2=C1N(C(=N2)NC2=C(C=C(C=C2)Cl)Cl)CCCC(=O)OCC (Ethyl 4-{7-bromo-2-[(2,4-dichlorophenyl)amino]-1H-benzimidazol-1-yl}butanoate). Run at temperature 150 celsius, time 3 hour. Starting materials: C(C1=CC=CC=C1)N1CC(CCC1)(O)C1=CC(=CC=C1)OC1OCCCC1 (1-benzyl-3-[3-(tetrahydropyrane-2-yloxy)-phenyl]-piperidine-3-ol), Cl (HCl). The solvent is C(C)O (ethanol). Conditions: time 60 hour. Product: C(C1=CC=CC=C1)N1CC(CCC1)(O)C1=CC(=CC=C1)O (1-benzyl-3-(3-hydroxy-phenyl)-piperidine-3-ol). Reaction SMILES: [CH2:1]([N:8]1[CH2:13][CH2:12][CH2:11][C:10]([C:15]2[CH:20]=[CH:19][CH:18]=[C:17]([O:21]C3CCCCO3)[CH:16]=2)([OH:14])[CH2:9]1)[C:2]1[CH:7]=[CH:6][CH:5]=[CH:4][CH:3]=1.Cl>C(O)C>[CH2:1]([N:8]1[CH2:13][CH2:12][CH2:11][C:10]([C:15]2[CH:20]=[CH:19][CH:18]=[C:17]([OH:21])[CH:16]=2)([OH:14])[CH2:9]1)[C:2]1[CH:3]=[CH:4][CH:5]=[CH:6][CH:7]=1. Procedure: 8.64 g of 1-benzyl-3-[3-(tetrahydropyrane-2-yloxy)-phenyl]-piperidine-3-ol were dissolved in 30 ml of ethanol and 8.9 ml of HCl were added. The solvent was removed after stirring the mixture for 60 hours. Yield 6 g